This data is from the Open Reaction Database (ORD), a public repository of structured organic reaction records. The task is: describe an organic reaction: reactants, conditions, products, and yield The product is C1OC2(CC3=CC[C@H]4[C@@H]5CC[C@]([C@@]5(C)CC[C@@H]4[C@]3(CC2)C)(C#C)O)OC1 (3,3-Ethylenedioxy-17β-hydroxy-17α-ethinylandrost-5-ene). Reported procedure: Trimethylorthoformate (20 ml.) and p-TSA monohydrate (1.9 g.) is added to a slurry of ethisterone (I, 31.34 g.) in ethylene glycol (100 ml.) and methanol (200 ml.). The mixture is heated to 50° until the reaction is complete (about 5 hours) as measured by TLC. The mixture is cooled to 5° and water (200 ml.) containing sodium acetate (6.6 g.) is added. The resulting suspension is filtered to recover the solids which are dried at 50° under reduced pressure (20 mm) for 6 hours to give the title com... RXN SMILES: CO[CH:3]([O:6][CH3:7])[O:4][CH3:5].[CH3:8][C@@:9]12[C@H:19]3[CH2:20][CH2:21][C@:22]4([CH3:30])[C@:26]([OH:29])([C:27]#[CH:28])[CH2:25][CH2:24][C@H:23]4[C@@H:18]3[CH2:17][CH2:16][C:15]1=[CH:14]C(=O)[CH2:11][CH2:10]2.O.C([O-])(=O)C.[Na+]>C(O)CO.CO>[CH2:7]1[CH2:5][O:4][C:3]2([CH2:11][CH2:10][C@@:9]3([CH3:8])[C:15](=[CH:16][CH2:17][C@@H:18]4[C@@H:19]3[CH2:20][CH2:21][C@@:22]3([CH3:30])[C@H:23]4[CH2:24][CH2:25][C@@:26]3([OH:29])[C:27]#[CH:28])[CH2:14]2)[O:6]1 |f:3.4|. Run in C(CO)O (ethylene glycol), CO (methanol). The reactants are COC(OC)OC (Trimethylorthoformate), p-TSA monohydrate, C[C@]12CCC(=O)C=C1CC[C@@H]3[C@@H]2CC[C@]4([C@H]3CC[C@]4(C#C)O)C (ethisterone), O (water), C(C)(=O)[O-].[Na+] (sodium acetate). The reactants are Cl.COC=1C=C2C(=NC=NC2=CC1OC)N1CCC2=CC(=CC=C12)N (1-(6,7-Dimethoxy-quinazolin-4-yl)-2,3-dihydro-1H-indol-5-ylamine hydrochloride salt), C(C)(=O)OC(C)=O (acetic anhydride). The reagents and catalysts are CN(C)C1=CC=NC=C1 (4-(N,N-dimethylamino)pyridine). The solvent is C(Cl)Cl (CH2Cl2). Run at temperature 20 celsius, time 7.5 hour. Product: COC=1C=C2C(=NC=NC2=CC1OC)N1CCC2=CC(=CC=C12)NC(C)=O (N-[1-(6,7-Dimethoxy-quinazolin-4-yl)-2,3-dihydro-1H-indol-5-yl]-acetamide). Yield: 46.0%. RXN SMILES: Cl.[CH3:2][O:3][C:4]1[CH:5]=[C:6]2[C:11](=[CH:12][C:13]=1[O:14][CH3:15])[N:10]=[CH:9][N:8]=[C:7]2[N:16]1[C:24]2[C:19](=[CH:20][C:21]([NH2:25])=[CH:22][CH:23]=2)[CH2:18][CH2:17]1.[C:26](OC(=O)C)(=[O:28])[CH3:27]>CN(C1C=CN=CC=1)C.C(Cl)Cl>[CH3:2][O:3][C:4]1[CH:5]=[C:6]2[C:11](=[CH:12][C:13]=1[O:14][CH3:15])[N:10]=[CH:9][N:8]=[C:7]2[N:16]1[C:24]2[C:19](=[CH:20][C:21]([NH:25][C:26](=[O:28])[CH3:27])=[CH:22][CH:23]=2)[CH2:18][CH2:17]1 |f:0.1|. Procedure: To 1-(6,7-dimethoxy-quinazolin-4-yl)-2,3-dihydro-1H-indol-5-ylamine (102 mg, 0.316 mmol; free-base from Example 83) and 4-(N,N-dimethylamino)pyridine (51.2 mg, 0.42 mmol) in CH2Cl2 (5 mL) was added acetic anhydride (88 μL, 0.93 mmol). The mixture was stirred at 20° C. for 7.5 hours, quenched with H=O (5 mL), stirred 30 min. and diluted with CHCl3 (15 mL). The organic phase was separated and washed with saturated aqueous NaHCO3, dried over Na2SO4(s), filtered and concentrated in vacuo. Flash chro... The reactants are C(C1=CC=CC=C1)(=O)OOC(C1=CC=CC=C1)=O (dibenzoyl peroxide), BrBr (Bromine), ClC1=CC=C(OCC(=O)C2=CC=CC=C2)C=C1 (4-chloro-α-phenoxyacetophenone). The solvent is C(Cl)(Cl)Cl (chloroform), C(Cl)(Cl)Cl (chloroform). Conditions: time 2 hour. Yields the product BrC(C(=O)C1=CC=CC=C1)OC1=CC=C(C=C1)Cl (α-bromo-4-chloro-α-phenoxyacetophenone). Reaction SMILES: [Br:1]Br.[Cl:3][C:4]1[CH:19]=[CH:18][C:7]([O:8][CH2:9][C:10]([C:12]2[CH:17]=[CH:16][CH:15]=[CH:14][CH:13]=2)=[O:11])=[CH:6][CH:5]=1.C(OOC(=O)C1C=CC=CC=1)(=O)C1C=CC=CC=1>C(Cl)(Cl)Cl>[Br:1][CH:9]([O:8][C:7]1[CH:6]=[CH:5][C:4]([Cl:3])=[CH:19][CH:18]=1)[C:10]([C:12]1[CH:17]=[CH:16][CH:15]=[CH:14][CH:13]=1)=[O:11]. Reported procedure: Bromine (11.6g) in chloroform (40ml) was added dropwise to a stirred solution of 4-chloro-α-phenoxyacetophenone (18.8g) in chloroform (1200ml) containing dibenzoyl peroxide (50 mg) under photoflood illumination. The reaction was complete after 2 hours, and the chloroform was removed under reduced pressure to give α-bromo-4-chloro-α-phenoxyacetophenone which was used without further purification.